This data is from the Open Reaction Database (ORD), a public repository of structured organic reaction records. The task is: describe an organic reaction: reactants, conditions, products, and yield Reactants: CC(=O)O, Cc1cc(O)nc(N(C)C)n1, CC(=O)[O-], CC(=O)[O-], CCCC=O, [H][H], O, [Zn+2]. Yields the product CCCCc1c(C)nc(N(C)C)nc1O. Reaction SMILES: [CH3:12][C:13](=[O:14])[OH:15].[CH3:1][N:2]([c:3]1[n:4][c:5]([CH3:10])[cH:6][c:7]([OH:9])[n:8]1)[CH3:11].[CH3:24][C:25](=[O:26])[O-:27].[CH3:28][C:29](=[O:30])[O-:31].[CH:18]([CH2:19][CH2:20][CH3:21])=[O:22].[H:16][H:17].[OH2:32].[Zn+2:23]>>[CH3:1][N:2]([c:3]1[n:4][c:5]([CH3:10])[c:6]([CH2:18][CH2:19][CH2:20][CH3:21])[c:7]([OH:9])[n:8]1)[CH3:11].